This data is from the Open Reaction Database (ORD), a public repository of structured organic reaction records. The task is: describe an organic reaction: reactants, conditions, products, and yield Starting materials: CC1=CC=C(C=CC(=O)OCC)C=C1 (ethyl p-methylcinnamate), sodium enolate, formula III, C(CC(=O)C)(=O)OC (methyl acetoacetate). Solvent: C[O-].[Na+] (sodium methoxide). The product is O=C1C(C(CC(C1)=O)C1=CC=C(C=C1)C)C(=O)OC (methyl 2,4-dioxo-6-p-tolylcyclohexanecarboxylate). Reaction SMILES: [C:1]([O:7][CH3:8])(=[O:6])[CH2:2][C:3]([CH3:5])=[O:4].[CH3:9][C:10]1[CH:22]=[CH:21][C:13]([CH:14]=[CH:15][C:16](OCC)=[O:17])=[CH:12][CH:11]=1>C[O-].[Na+]>[O:4]=[C:3]1[CH2:5][C:16](=[O:17])[CH2:15][CH:14]([C:13]2[CH:12]=[CH:11][C:10]([CH3:9])=[CH:22][CH:21]=2)[CH:2]1[C:1]([O:7][CH3:8])=[O:6] |f:2.3|. Procedure: To a cooled solution of sodium methoxide (from 2.3 g., sodium and absolute methanol, 40 ml.) was added with shaking methyl acetoacetate (11.8 g.). When homogeneous the mixture was treated with ethyl p-methylcinnamate (19. g.) and then heated under reflux for 18 hrs. After cooling the precipitated sodium enolate salt (formula III) was collected by filtration and washed with acetone. This enolate salt was then converted to the corresponding dione of formula II by dissolving in cold water followed ... Reactants: FC(OC1=CC=C(C=C1)O)(F)F (4-trifluoromethoxy-phenol), C(Cl)C1CO1 (epichlorohydrin). The product is FC(OC1=CC=C(OCC2OC2)C=C1)(F)F (2-(4-Trifluoromethoxy-phenoxymethyl)-oxirane). RXN SMILES: [F:1][C:2]([F:12])([F:11])[O:3][C:4]1[CH:9]=[CH:8][C:7]([OH:10])=[CH:6][CH:5]=1.[CH2:13]([CH:15]1[O:17][CH2:16]1)Cl>>[F:1][C:2]([F:11])([F:12])[O:3][C:4]1[CH:5]=[CH:6][C:7]([O:10][CH2:13][CH:15]2[CH2:16][O:17]2)=[CH:8][CH:9]=1. Reported procedure: The title compound was prepared from 4-trifluoromethoxy-phenol and epichlorohydrin employing the procedures as set forth in Step 1 of Example 2.